From a dataset of the Open Reaction Database (ORD), a public repository of structured organic reaction records. describe an organic reaction: reactants, conditions, products, and yield The reactants are CC(C)(C)OC(=O)OC(C)(C)C, O=C(c1ccc2c(c1)OCO2)c1ccc(CCc2ccccc2)[nH]1, CN(C)C=O, [H-], [Na+]. Yields the product CC(C)(C)OC(=O)n1c(CCc2ccccc2)ccc1C(=O)c1ccc2c(c1)OCO2. Reaction SMILES: [C:27]([CH3:28])([CH3:29])([CH3:30])[O:31][C:32]([O:33][C:35]([CH3:36])([CH3:37])[CH3:38])=[O:34].[CH2:1]([CH2:2][c:3]1[cH:4][cH:5][cH:6][cH:7][cH:8]1)[c:9]1[nH:10][c:11]([C:14]([c:15]2[cH:16][c:17]3[c:18]([cH:19][cH:20]2)[O:21][CH2:22][O:23]3)=[O:24])[cH:12][cH:13]1.[CH3:39][N:40]([CH3:41])[CH:42]=[O:43].[H-:25].[Na+:26]>>[CH2:1]([CH2:2][c:3]1[cH:4][cH:5][cH:6][cH:7][cH:8]1)[c:9]1[n:10]([C:32]([O:31][C:27]([CH3:28])([CH3:29])[CH3:30])=[O:33])[c:11]([C:14]([c:15]2[cH:16][c:17]3[c:18]([cH:19][cH:20]2)[O:21][CH2:22][O:23]3)=[O:24])[cH:12][cH:13]1. Starting materials: C(C)(=O)OCC (ethyl acetate), [BH4-].[Na+] (sodium borohydride), C(C)(C)(C)C1=C(C=C(C=C1)C(N)=O)NC(CC(CCCCC)C1=C(C=C(C=C1)C(CCC)=O)OC)=O (N-(2-t-Butyl-5-carbamoylphenyl)-3-[4-(1-oxobutyl)-2-methoxyphenyl]octanamide), CC(=O)C (acetone). The solvent is CO (methanol), C(C)O (ethanol). Reaction conditions: time 3.5 hour. The product is C(C)(C)(C)C1=C(C=C(C=C1)C(N)=O)NC(CC(CCCCC)C1=C(C=C(C=C1)C(CCC)O)OC)=O (N-(2-t-Butyl-5-carbamoylphenyl)-3-[4-(1-hydroxybutyl)-2-methoxyphenyl]octanamide). The yield is 97.8%. Reaction SMILES: [BH4-].[Na+].[C:3]([C:7]1[CH:12]=[CH:11][C:10]([C:13](=[O:15])[NH2:14])=[CH:9][C:8]=1[NH:16][C:17](=[O:38])[CH2:18][CH:19]([C:25]1[CH:30]=[CH:29][C:28]([C:31](=[O:35])[CH2:32][CH2:33][CH3:34])=[CH:27][C:26]=1[O:36][CH3:37])[CH2:20][CH2:21][CH2:22][CH2:23][CH3:24])([CH3:6])([CH3:5])[CH3:4].CC(C)=O.C(OCC)(=O)C>C(O)C.CO>[C:3]([C:7]1[CH:12]=[CH:11][C:10]([C:13](=[O:15])[NH2:14])=[CH:9][C:8]=1[NH:16][C:17](=[O:38])[CH2:18][CH:19]([C:25]1[CH:30]=[CH:29][C:28]([CH:31]([OH:35])[CH2:32][CH2:33][CH3:34])=[CH:27][C:26]=1[O:36][CH3:37])[CH2:20][CH2:21][CH2:22][CH2:23][CH3:24])([CH3:5])([CH3:6])[CH3:4] |f:0.1|. Procedure details: 70 mg (1.85 mmol) of sodium borohydride were added to a solution of 207 mg (0.418 mmol) of N-(2-t-butyl-5-carbamoylphenyl)-3-[4-(1-oxobutyl)-2-methoxyphenyl]octanamide (prepared as described in Example 99) in 5 ml of ethanol, and the resulting mixture was stirred for 3.5 hours. At the end of this time, the mixture was ice-cooled, acetone was added to the reaction mixture to decompose any excess of the reagent, and the solvent was removed by distillation under reduced pressure. The resulting resi...